This data is from the Open Reaction Database (ORD), a public repository of structured organic reaction records. The task is: describe an organic reaction: reactants, conditions, products, and yield The reactants are S1C(=CC=C1)C(=O)N1CC1 (1-(2-thienylcarbonyl)aziridine), ClC1=CC=C(C=C1)C1(CCNCC1)O (4-(4- chlorophenyl)-4-piperidinol), CO (methanol), C1=CC=CC=C1 (benzene). Solvent: ClC(Cl)Cl (trichloromethane). Product: ClC1=CC=C(C=C1)C1(CCN(CC1)CCNC(=O)C=1SC=CC1)O (N-{2-[4-(4-chlorophenyl)-4- hydroxy-1-piperidinyl]ethyl}-2-thiophenecarboxamide). Reaction SMILES: [S:1]1[CH:5]=[CH:4][CH:3]=[C:2]1[C:6]([N:8]1[CH2:10][CH2:9]1)=[O:7].[Cl:11][C:12]1[CH:17]=[CH:16][C:15]([C:18]2([OH:24])[CH2:23][CH2:22][NH:21][CH2:20][CH2:19]2)=[CH:14][CH:13]=1.CO.C1C=CC=CC=1>ClC(Cl)Cl>[Cl:11][C:12]1[CH:17]=[CH:16][C:15]([C:18]2([OH:24])[CH2:19][CH2:20][N:21]([CH2:9][CH2:10][NH:8][C:6]([C:2]3[S:1][CH:5]=[CH:4][CH:3]=3)=[O:7])[CH2:22][CH2:23]2)=[CH:14][CH:13]=1. Procedure details: A mixture of 7.7 parts of 1-(2-thienylcarbonyl)aziridine, 10.8 parts of 4-(4- chlorophenyl)-4-piperidinol, 8 parts of methanol and 54 parts of benzene is stirred and refluxed for 1.50 hours. The reaction mixture is cooled and dissolved in trichloromethane. The solution is washed twice with water, dried, filtered and evaporated. The residue is crystallized from 2-propanone. The product is filtered off and dried, yielding 4.3 parts of N-{2-[4-(4-chlorophenyl)-4- hydroxy-1-piperidinyl]ethyl}-2-thio... The reactants are target compound, S(O)(O)(=O)=O (sulfuric acid), FC1=C(C(=O)O)C(=CC=C1)F (2,6-difluoro benzoic acid), [N+](=O)([O-])[O-].[K+] (potassium nitrate), ice water. Reaction conditions: time 24 hour. The product is FC1=C(C(=O)O)C(=CC=C1[N+](=O)[O-])F (2,6-difluoro-3-nitro benzoic acid). The yield is 71.0%. As a reaction SMILES: S(=O)(=O)(O)O.[F:6][C:7]1[CH:15]=[CH:14][CH:13]=[C:12]([F:16])[C:8]=1[C:9]([OH:11])=[O:10].[N+:17]([O-])([O-:19])=[O:18].[K+]>>[F:6][C:7]1[C:15]([N+:17]([O-:19])=[O:18])=[CH:14][CH:13]=[C:12]([F:16])[C:8]=1[C:9]([OH:11])=[O:10] |f:2.3|. Reported procedure: Concentrated sulfuric acid (5 mL) was added into 2,6-difluoro benzoic acid (1.4 g, 9 mmol) and potassium nitrate (1 g, 9.9 mmol) was added gradually at 0° C. After the temperature of the reactant was elevated to a room temperature, the reactant was stirred for 24 hours. After pouring ice water into the reaction solution, extracting with ethylacetate, drying with sulfuric anhydride magnesium, and vacuum concentrating, the filtrate solid was washed with diethyl ether, and dried, so that 1.3 g of t... Starting materials: CC(=O)O, CCOCC, [Cl-], [NH3+]O, Cc1cc(C=O)ccc1O. Product: Cc1cc(C#N)ccc1O. Reaction SMILES: [CH3:14][C:15](=[O:16])[OH:17].[CH3:18][CH2:19][O:20][CH2:21][CH3:22].[Cl-:11].[OH:12][NH3+:13].[OH:1][c:2]1[c:3]([CH3:10])[cH:4][c:5]([CH:6]=[O:7])[cH:8][cH:9]1>>[OH:1][c:2]1[c:3]([CH3:10])[cH:4][c:5]([C:6]#[N:13])[cH:8][cH:9]1. Reactants: C(C1=CC=CC=C1)OC1=CC=C(C=C1)CC1C(NC(O1)=O)=O (5-([4-benzyloxyphenyl]methyl)oxazolidine-2,4-dione). Reagents/catalysts: [Pd] (Pd/C). Run in O1CCOCC1 (1,4-dioxan). Product: OC1=CC=C(C=C1)CC1C(NC(O1)=O)=O (5-([4-hydroxyphenyl]methyl)oxazolidine-2,4-dione). Yield: 93.9%. Reaction SMILES: C([O:8][C:9]1[CH:14]=[CH:13][C:12]([CH2:15][CH:16]2[O:20][C:19](=[O:21])[NH:18][C:17]2=[O:22])=[CH:11][CH:10]=1)C1C=CC=CC=1>O1CCOCC1.[Pd]>[OH:8][C:9]1[CH:10]=[CH:11][C:12]([CH2:15][CH:16]2[O:20][C:19](=[O:21])[NH:18][C:17]2=[O:22])=[CH:13][CH:14]=1. Procedure: 2.75 g (9.25 mmole) 5-([4-benzyloxyphenyl]methyl)oxazolidine-2,4-dione was hydrogenated at 50 psi over night in 1,4-dioxan using Pd/C as catalyst to give 1.8 g (yield 94%) of 5-([4-hydroxyphenyl]methyl)oxazolidine-2,4-dione. The reactants are C(C1=CC=CC=C1)OCO[C@@H]([C@@H](C[C@@H]1C\C(\[C@@H]([C@](O1)(OC)C(/C=C/[C@H]1CC(C[C@H](O1)C[C@H]1C[C@H](C[C@H](O1)C[C@H](CC(=O)O)OCC1=CC=C(C=C1)OC)O)=C)(C)C)OC(CCCCCCC)=O)=C/C(=O)OC)O)C ((R)-4-((2S,4S,6R)-6-(((2S,6R)-6-((E)-3-((2S,3S,6S,E)-6-((2R,3R)-3-(benzyloxymethoxy)-2-hydroxybutyl)-2-methoxy-4-(2-methoxy-2-oxoethylidene)-3-(octanoyloxy)tetrahydro-2H-pyran-2-yl)-3-methylbut-1-enyl)-4-methylenetetrahydro-2H-pyran-2-yl)methyl)-4-hydroxy tetrahydro-2H-pyran-2-yl)-3-(4-methoxybenzyloxy)butanoic acid), solution, [Si](CC)(CC)(CC)Cl (TESCl). The reagents and catalysts are CN(C)C=1C=CN=CC1 (DMAP). Solvent: C(Cl)Cl (CH2Cl2), C(Cl)Cl (CH2Cl2). Conditions: temperature -15 celsius, time 90 minute. Product: C(C1=CC=CC=C1)OCO[C@@H]([C@@H](C[C@@H]1C\C(\[C@@H]([C@](O1)(OC)C(/C=C/[C@H]1CC(C[C@H](O1)C[C@H]1C[C@H](C[C@H](O1)C[C@H](CC(=O)O)OCC1=CC=C(C=C1)OC)O[Si](CC)(CC)CC)=C)(C)C)OC(CCCCCCC)=O)=C/C(=O)OC)O)C ((R)-4-((2R,4S,6S)-6-(((2S,6R)-6-((E)-3-((2S,3S,6S,E)-6-((2R,3R)-3-(benzyloxymethoxy)-2-hydroxybutyl)-2-methoxy-4-(2-methoxy-2-oxoethylidene)-3-(octanoyloxy)tetrahydro-2H-pyran-2-yl)-3-methylbut-1-enyl)-4-methylenetetrahydro-2H-pyran-2-yl)methyl)-4-(triethyl silyloxy)tetrahydro-2H-pyran-2-yl)-3-(4-methoxybenzyloxy)butanoic acid). The yield is 76.0%. RXN SMILES: [CH2:1]([O:8][CH2:9][O:10][C@H:11]([CH3:74])[C@H:12]([OH:73])[CH2:13][C@H:14]1[O:19][C@:18]([C:22]([CH3:57])([CH3:56])/[CH:23]=[CH:24]/[C@@H:25]2[O:30][C@H:29]([CH2:31][C@@H:32]3[O:37][C@H:36]([CH2:38][C@@H:39]([O:44][CH2:45][C:46]4[CH:51]=[CH:50][C:49]([O:52][CH3:53])=[CH:48][CH:47]=4)[CH2:40][C:41]([OH:43])=[O:42])[CH2:35][C@H:34]([OH:54])[CH2:33]3)[CH2:28][C:27](=[CH2:55])[CH2:26]2)([O:20][CH3:21])[C@@H:17]([O:58][C:59](=[O:67])[CH2:60][CH2:61][CH2:62][CH2:63][CH2:64][CH2:65][CH3:66])/[C:16](=[CH:68]/[C:69]([O:71][CH3:72])=[O:70])/[CH2:15]1)[C:2]1[CH:7]=[CH:6][CH:5]=[CH:4][CH:3]=1.[Si:75](Cl)([CH2:80][CH3:81])([CH2:78][CH3:79])[CH2:76][CH3:77]>C(Cl)Cl.CN(C1C=CN=CC=1)C>[CH2:1]([O:8][CH2:9][O:10][C@H:11]([CH3:74])[C@H:12]([OH:73])[CH2:13][C@H:14]1[O:19][C@:18]([C:22]([CH3:57])([CH3:56])/[CH:23]=[CH:24]/[C@@H:25]2[O:30][C@H:29]([CH2:31][C@@H:32]3[O:37][C@H:36]([CH2:38][C@@H:39]([O:44][CH2:45][C:46]4[CH:47]=[CH:48][C:49]([O:52][CH3:53])=[CH:50][CH:51]=4)[CH2:40][C:41]([OH:43])=[O:42])[CH2:35][C@H:34]([O:54][Si:75]([CH2:80][CH3:81])([CH2:78][CH3:79])[CH2:76][CH3:77])[CH2:33]3)[CH2:28][C:27](=[CH2:55])[CH2:26]2)([O:20][CH3:21])[C@@H:17]([O:58][C:59](=[O:67])[CH2:60][CH2:61][CH2:62][CH2:63][CH2:64][CH2:65][CH3:66])/[C:16](=[CH:68]/[C:69]([O:71][CH3:72])=[O:70])/[CH2:15]1)[C:2]1[CH:7]=[CH:6][CH:5]=[CH:4][CH:3]=1. Procedure details: To a stirring solution of alcohol 21 (3.0 mg, 0.0029 mmol, 1.0 equiv) in CH2Cl2 (116 μL, 0.025 M) in a 4 mL reaction vial at rt was added DMAP (1.6 mg, 0.013 mmol, 4.5 equiv). The reaction was cooled to −15° C., then a 1.0 M solution of TESCl in CH2Cl2 (6.1 μL, 0.0061 mmol, 2.1 equiv) was added by syringe. Stirring was continued for 90 min. The reaction was then quenched by addition of 1 mL of saturated aqueous NaHCO3 solution, and the mixture was partitioned between 10 mL of EtOAc and 5 mL of s... Reactants: C(CC)OC1=CC=C(OC=2C=CC3=C(C=C(CCS3(=O)=O)C(=O)OC)C2)C=C1 (methyl 7-(4-propoxyphenoxy)-1,1-dioxo-2,3-dihydro-1-benzothiepine-4-carboxylate), aqueous solution, C([O-])([O-])=O.[K+].[K+] (potassium carbonate), Cl (hydrochloric acid). Run in C1CCOC1.CO (THF methanol). Conditions: temperature 65 celsius, time 40 hour. Product: C(CC)OC1=CC=C(OC=2C=CC3=C(C=C(CCS3(=O)=O)C(=O)O)C2)C=C1 (7-(4-propoxyphenoxy)-1,1-dioxo-2,3-dihydro-1-benzothiepine-4-carboxylic acid). The yield is 75.5%. RXN SMILES: [CH2:1]([O:4][C:5]1[CH:28]=[CH:27][C:8]([O:9][C:10]2[CH:11]=[CH:12][C:13]3[S:19](=[O:21])(=[O:20])[CH2:18][CH2:17][C:16]([C:22]([O:24]C)=[O:23])=[CH:15][C:14]=3[CH:26]=2)=[CH:7][CH:6]=1)[CH2:2][CH3:3].C(=O)([O-])[O-].[K+].[K+].Cl>C1COCC1.CO>[CH2:1]([O:4][C:5]1[CH:6]=[CH:7][C:8]([O:9][C:10]2[CH:11]=[CH:12][C:13]3[S:19](=[O:20])(=[O:21])[CH2:18][CH2:17][C:16]([C:22]([OH:24])=[O:23])=[CH:15][C:14]=3[CH:26]=2)=[CH:27][CH:28]=1)[CH2:2][CH3:3] |f:1.2.3,5.6|. Procedure details: Into a solution of methyl 7-(4-propoxyphenoxy)-1,1-dioxo-2,3-dihydro-1-benzothiepine-4-carboxylate (0.31 g) in THF-methanol (5-2.5 ml) was added at room temperature a 1 M aqueous solution of potassium carbonate (1.5 ml), and the resulting mixture was stirred at 65° C. for 40 hours. After cooling to room temperature, 1 N hydrochloric acid (10 ml) was added to the reaction mixture, which was extracted with ethyl acetate. The organic layer was washed with an aqueous saturated solution of sodium chl... Reactants: C(C)NC1=C(C=C(C(=C1)OC)OC)C1CC=2C=CC(=CC2CC1)OC(C(C)(C)C)=O (pivalic acid 6-(2-ethylamino-4,5-dimethoxyphenyl)-5,6,7,8-tetrahydronaphthalen-2-yl ester), Cl.N1(CCCCCC1)CCCC1=CC=C(C(=O)O)C=C1 (4-(3-azepan-1-ylpropyl)benzoic acid hydrochloride). The product is N1(CCCCCC1)CCCC1=CC=C(CCCNC2=C(C=C(C(=C2)OC)OC)C2CC=3C=CC(=CC3CC2)O)C=C1 (6-{2-{[4-(3-Azepan-1-ylpropyl)benzyl]ethylamino}-4,5-dimethoxyphenyl}-5,6,7,8-tetrahydronaphthalen-2-ol). Isolated yield 44.3%. Reaction SMILES: [CH2:1]([NH:3][C:4]1[CH:9]=[C:8]([O:10][CH3:11])[C:7]([O:12][CH3:13])=[CH:6][C:5]=1[CH:14]1[CH2:23][CH2:22][C:21]2[CH:20]=[C:19]([O:24]C(=O)C(C)(C)C)[CH:18]=[CH:17][C:16]=2[CH2:15]1)[CH3:2].Cl.[N:32]1([CH2:39][CH2:40][CH2:41][C:42]2[CH:50]=[CH:49][C:45]([C:46](O)=O)=[CH:44][CH:43]=2)[CH2:38][CH2:37][CH2:36][CH2:35][CH2:34][CH2:33]1>>[N:32]1([CH2:39][CH2:40][CH2:41][C:42]2[CH:50]=[CH:49][C:45]([CH2:46][CH2:2][CH2:1][NH:3][C:4]3[CH:9]=[C:8]([O:10][CH3:11])[C:7]([O:12][CH3:13])=[CH:6][C:5]=3[CH:14]3[CH2:23][CH2:22][C:21]4[CH:20]=[C:19]([OH:24])[CH:18]=[CH:17][C:16]=4[CH2:15]3)=[CH:44][CH:43]=2)[CH2:38][CH2:37][CH2:36][CH2:35][CH2:34][CH2:33]1 |f:1.2|. Procedure details: Synthesized from pivalic acid 6-(2-ethylamino-4,5-dimethoxyphenyl)-5,6,7,8-tetrahydronaphthalen-2-yl ester (50 mg) and 4-(3-azepan-1-ylpropyl)benzoic acid hydrochloride (100 mg) according to an analogous synthetic method to Example 337 described below, the title compound (30 mg) was obtained. Reactants: N#Cc1ccc(C(F)(F)F)cc1N=NNc1cc(C(F)(F)F)ccc1C#N, CC(=O)Cl, [H-], [Na+]. Yields the product CC(=O)N(N=Nc1cc(C(F)(F)F)ccc1C#N)c1cc(C(F)(F)F)ccc1C#N. Reaction SMILES: [C:1](#[N:2])[c:3]1[c:4]([N:13]=[N:14][NH:15][c:16]2[c:17]([C:26]#[N:27])[cH:18][cH:19][c:20]([C:22]([F:23])([F:24])[F:25])[cH:21]2)[cH:5][c:6]([C:9]([F:10])([F:11])[F:12])[cH:7][cH:8]1.[CH3:30][C:31]([Cl:32])=[O:33].[H-:28].[Na+:29]>>[C:1](#[N:2])[c:3]1[c:4]([N:13]([N:14]=[N:15][c:16]2[c:17]([C:26]#[N:27])[cH:18][cH:19][c:20]([C:22]([F:23])([F:24])[F:25])[cH:21]2)[C:31]([CH3:30])=[O:33])[cH:5][c:6]([C:9]([F:10])([F:11])[F:12])[cH:7][cH:8]1. Product: OC1C[C@H](N(C1)C(CP(=O)(CCCCC1=CC=CC=C1)OCC)=O)C(=O)OC ((S)-4-Hydroxy-1-[[ethoxy(4-phenylbutyl)phosphinyl]acetyl]-L-proline, methyl ester). Reactants: C(C)OP(=O)(CCCCC1=CC=CC=C1)CC(=O)O ([ethoxy(4-phenylbutyl)phosphinyl]acetic acid), C(=O)(N1C=NC=C1)N1C=NC=C1 (carbonyldiimidazole), OC1C[C@H](NC1)C(=O)OC ((S)-4-hydroxyproline, methyl ester). Run in C(C)#N (acetonitrile), C(C)(=O)OCC (ethyl acetate), C(C)#N (acetonitrile). Run at temperature 0 celsius, time 1 hour. The yield is 90.3%. Reaction SMILES: [CH2:1]([O:3][P:4]([CH2:16][C:17]([OH:19])=O)([CH2:6][CH2:7][CH2:8][CH2:9][C:10]1[CH:15]=[CH:14][CH:13]=[CH:12][CH:11]=1)=[O:5])[CH3:2].C(N1C=CN=C1)(N1C=CN=C1)=O.[OH:32][CH:33]1[CH2:37][NH:36][C@H:35]([C:38]([O:40][CH3:41])=[O:39])[CH2:34]1>C(#N)C.C(OCC)(=O)C>[OH:32][CH:33]1[CH2:37][N:36]([C:17](=[O:19])[CH2:16][P:4]([O:3][CH2:1][CH3:2])([CH2:6][CH2:7][CH2:8][CH2:9][C:10]2[CH:11]=[CH:12][CH:13]=[CH:14][CH:15]=2)=[O:5])[C@H:35]([C:38]([O:40][CH3:41])=[O:39])[CH2:34]1. Procedure details: A mixture of [ethoxy(4-phenylbutyl)phosphinyl]acetic acid (1.71 g), acetonitrile and carbonyldiimidazole (0.97 g) is stirred under argon at 0° C. for 1 hour. (S)-4-hydroxyproline, methyl ester (0.006 mole) is suspended in acetonitrile, added to the mixture and stirred at room temperature 90 minutes. Solvent is stripped off, and the resulting oil is taken up in ethyl acetate, washed with 5% potassium bisulfate, washed with saturated sodium bicarbonate, washed with brine, dried over magnesium sulf...